This data is from the Open Reaction Database (ORD), a public repository of structured organic reaction records. The task is: describe an organic reaction: reactants, conditions, products, and yield The reactants are OC1=C(C=C(C=C1)C)N1N=C2C(=N1)C=CC=C2 (2-(2-hydroxy-5-methylphenyl)-2H-benzotriazole), C=CCCCCCCCC (1-decene), CS(=O)(=O)O (methanesulfonic acid), C=CCCCCCCCC (1-decene). Yields the product OC1=C(C=C(C=C1CCCCCCCCCC)C)N1N=C2C(=N1)C=CC=C2 (2-(2-Hydroxy-3-decyl-5-methylphenyl)-2H-benzotriazole). Reaction SMILES: [OH:1][C:2]1[CH:7]=[CH:6][C:5]([CH3:8])=[CH:4][C:3]=1[N:9]1[N:13]=[C:12]2[CH:14]=[CH:15][CH:16]=[CH:17][C:11]2=[N:10]1.CS(O)(=O)=O.[CH2:23]=[CH:24][CH2:25][CH2:26][CH2:27][CH2:28][CH2:29][CH2:30][CH2:31][CH3:32]>>[OH:1][C:2]1[C:7]([CH2:23][CH2:24][CH2:25][CH2:26][CH2:27][CH2:28][CH2:29][CH2:30][CH2:31][CH3:32])=[CH:6][C:5]([CH3:8])=[CH:4][C:3]=1[N:9]1[N:13]=[C:12]2[CH:14]=[CH:15][CH:16]=[CH:17][C:11]2=[N:10]1. Procedure details: Using the general procedure of Example 1, 225 grams of 2-(2-hydroxy-5-methylphenyl)-2H-benzotriazole, 65 ml of methanesulfonic acid and 188 ml of 1-decene are heated at 160° C., for a 5-hour period during which time another 564 ml of 1-decene is gradually added to the reaction mixture. The mixture is then cooled and the product isolated by the method described in Example 1 to give 183 grams of the above-named product as a yellow liquid. Reactants: CC(C)(C)OC(=O)n1ccc2c(-c3c(-c4ccccn4)nn4c3CCC4)cccc21, ClCCl, CO, [NH4+], [OH-], O=C(O)C(F)(F)F. Yields the product c1ccc(-c2nn3c(c2-c2cccc4[nH]ccc24)CCC3)nc1. Reaction SMILES: [C:8]([O:9][C:10](=[O:11])[n:15]1[cH:16][cH:17][c:18]2[c:19](-[c:24]3[c:25]4[n:26]([n:27][c:28]3-[c:29]3[n:30][cH:31][cH:32][cH:33][cH:34]3)[CH2:35][CH2:36][CH2:37]4)[cH:20][cH:21][cH:22][c:23]12)([CH3:12])([CH3:13])[CH3:14].[CH2:42]([Cl:43])[Cl:44].[CH3:38][OH:39].[NH4+:40].[OH-:41].[OH:1][C:2]([C:3]([F:4])([F:5])[F:6])=[O:7]>>[nH:15]1[cH:16][cH:17][c:18]2[c:19](-[c:24]3[c:25]4[n:26]([n:27][c:28]3-[c:29]3[n:30][cH:31][cH:32][cH:33][cH:34]3)[CH2:35][CH2:36][CH2:37]4)[cH:20][cH:21][cH:22][c:23]12. Starting materials: CC1(Br)OC(C)(C23CC4CC(CC(C4)C2)C3)OC1=O, CC(C)OC(C)C. The product is C=C1OC(C)(C23CC4CC(CC(C4)C2)C3)OC1=O. Reaction SMILES: [Br:1][C:2]1([CH3:19])[C:3](=[O:18])[O:4][C:5]([C:7]23[CH2:8][CH:9]4[CH2:10][CH:11]([CH2:12][CH:13]([CH2:14]2)[CH2:15]4)[CH2:16]3)([CH3:17])[O:6]1.[CH:20]([O:21][CH:22]([CH3:23])[CH3:24])([CH3:25])[CH3:26]>>[C:2]1(=[CH2:19])[C:3](=[O:18])[O:4][C:5]([C:7]23[CH2:8][CH:9]4[CH2:10][CH:11]([CH2:12][CH:13]([CH2:14]2)[CH2:15]4)[CH2:16]3)([CH3:17])[O:6]1. Starting materials: O=C1OC(Cn2ncnn2)CN1c1ccc(C2=CCN(Cc3ccccc3)CC2)c(F)c1, CCN(C(C)C)C(C)C, CC(Cl)OC(=O)Cl, ClCCl. Yields the product O=C1OC(Cn2ncnn2)CN1c1ccc(C2=CCNCC2)c(F)c1. RXN SMILES: [CH2:8]([c:9]1[cH:10][cH:11][cH:12][cH:13][cH:14]1)[N:15]1[CH2:16][CH:17]=[C:18]([c:21]2[c:22]([F:39])[cH:23][c:24]([N:27]3[C:28](=[O:38])[O:29][CH:30]([CH2:32][n:33]4[n:34][cH:35][n:36][n:37]4)[CH2:31]3)[cH:25][cH:26]2)[CH2:19][CH2:20]1.[CH:40]([N:41]([CH2:42][CH3:43])[CH:44]([CH3:45])[CH3:46])([CH3:47])[CH3:48].[Cl:1][C:2]([O:3][CH:4]([Cl:5])[CH3:6])=[O:7].[Cl:49][CH2:50][Cl:51]>>[NH:15]1[CH2:16][CH:17]=[C:18]([c:21]2[c:22]([F:39])[cH:23][c:24]([N:27]3[C:28](=[O:38])[O:29][CH:30]([CH2:32][n:33]4[n:34][cH:35][n:36][n:37]4)[CH2:31]3)[cH:25][cH:26]2)[CH2:19][CH2:20]1. Reactants: C(#N)CCCC1C(OC2=C(C1)C(=CC(=C2)OC(C)CCCC2=CC=CC=C2)O)(C)C (3-(3-cyanopropyl)-5-hydroxy-2,2-dimethyl-7-(5-phenyl-2-pentyloxy)-3,4-dihydro-2H-benzopyran), [OH-].[Na+] (sodium hydroxide), CO (methanol). Yields the product OC1=CC(=CC2=C1CC(C(O2)(C)C)CCCC(=O)O)OC(C)CCCC2=CC=CC=C2 (4-[5-Hydroxy-2,2-dimethyl-7-(5-phenyl-2-pentyloxy)-3,4-dihydro-2H-benzopyran-3-yl]butyric acid). RXN SMILES: [C:1]([CH2:3][CH2:4][CH2:5][CH:6]1[CH2:11][C:10]2[C:12]([OH:28])=[CH:13][C:14]([O:16][CH:17]([CH2:19][CH2:20][CH2:21][C:22]3[CH:27]=[CH:26][CH:25]=[CH:24][CH:23]=3)[CH3:18])=[CH:15][C:9]=2[O:8][C:7]1([CH3:30])[CH3:29])#N.[OH-:31].[Na+].C[OH:34]>>[OH:28][C:12]1[C:10]2[CH2:11][CH:6]([CH2:5][CH2:4][CH2:3][C:1]([OH:34])=[O:31])[C:7]([CH3:30])([CH3:29])[O:8][C:9]=2[CH:15]=[C:14]([O:16][CH:17]([CH2:19][CH2:20][CH2:21][C:22]2[CH:27]=[CH:26][CH:25]=[CH:24][CH:23]=2)[CH3:18])[CH:13]=1 |f:1.2|. Procedure: A mixture of 1.407 g (3.45 mmole) dl-3-(3-cyanopropyl)-5-hydroxy-2,2-dimethyl-7-(5-phenyl-2-pentyloxy)-3,4-dihydro-2H-benzopyran, 50 ml methanol and 26 ml 1N sodium hydroxide was heated at reflux overnight. The methanol was evaporated and the aqueous residue washed with methylene chloride. The methylene chloride washings were extracted with 10 ml 1N sodium hydroxide, the combined aqueous layers acidified with hydrochloric acid, extracted with methylene chloride and the organic extracts dried ove...